From a dataset of the Open Reaction Database (ORD), a public repository of structured organic reaction records. describe an organic reaction: reactants, conditions, products, and yield Product: C(CCC)C1=C(C(=NC(=N1)C)Cl)CC1=CC=C(C=C1)I (6-butyl-4-chloro-2-methyl-5-[(4-iodophenyl)methyl]pyrimidine). Procedure details: A solution of 485 mg (1.27 mmol) 6-butyl-2-methyl-5-[(4-iodophenyl)methyl]pyrimidine-4(3H)-one in 7 mL POCl3 was refluxed for 60 minutes. After cooling to room temperature, excess POCl3 was stripped off in vacuo. The crude product was partitioned between CH2Cl2 and a mixture of brine and NaHCO3. The organic layer was removed and the aqueous layer was extracted three more times with CH2Cl2. The combined organic material was dried over MgSO4, stripped of solvent in vacuo, then was medium pressure ... Reaction SMILES: [CH2:1]([C:5]1[N:10]=[C:9]([CH3:11])[NH:8][C:7](=O)[C:6]=1[CH2:13][C:14]1[CH:19]=[CH:18][C:17]([I:20])=[CH:16][CH:15]=1)[CH2:2][CH2:3][CH3:4].O=P(Cl)(Cl)[Cl:23]>>[CH2:1]([C:5]1[N:10]=[C:9]([CH3:11])[N:8]=[C:7]([Cl:23])[C:6]=1[CH2:13][C:14]1[CH:19]=[CH:18][C:17]([I:20])=[CH:16][CH:15]=1)[CH2:2][CH2:3][CH3:4]. The reactants are C(CCC)C1=C(C(NC(=N1)C)=O)CC1=CC=C(C=C1)I (6-butyl-2-methyl-5-[(4-iodophenyl)methyl]pyrimidine-4(3H)-one), O=P(Cl)(Cl)Cl (POCl3), O=P(Cl)(Cl)Cl (POCl3). The yield is 75.0%. The reactants are C(C)OP(=O)(OCC)CC1=NC2=CC=CC=C2C(=C1)C(=O)OCC (Ethyl 2-((diethoxyphosphoryl)methyl)quinoline-4-carboxylate), CN(C)C=O (DMF), [H-].[Na+] (NaH), O1CCN(CC1)C=1C=2N(C=CN1)C=C(N2)C=O (8-Morpholinoimidazo[1,2-a]pyrazine-2-carbaldehyde), CC(=O)O (HOAc), Cl (HCl). The solvent is C1CCOC1 (THF). Conditions: time 15 minute. Yields the product O1CCN(CC1)C=1C=2N(C=CN1)C=C(N2)/C=C/C2=NC1=CC=CC=C1C(=C2)C(=O)O ((E)-2-(2-(8-morpholinoimidazo[1,2-a]pyrazin-2-yl)vinyl)quinoline-4-carboxylic acid). As a reaction SMILES: C(OP([CH2:9][C:10]1[CH:19]=[C:18]([C:20]([O:22]CC)=[O:21])[C:17]2[C:12](=[CH:13][CH:14]=[CH:15][CH:16]=2)[N:11]=1)(OCC)=O)C.CN(C=O)C.[H-].[Na+].[O:32]1[CH2:37][CH2:36][N:35]([C:38]2[C:39]3[N:40]([CH:44]=[C:45]([CH:47]=O)[N:46]=3)[CH:41]=[CH:42][N:43]=2)[CH2:34][CH2:33]1.CC(O)=O.Cl>C1COCC1>[O:32]1[CH2:33][CH2:34][N:35]([C:38]2[C:39]3[N:40]([CH:44]=[C:45](/[CH:47]=[CH:9]/[C:10]4[CH:19]=[C:18]([C:20]([OH:22])=[O:21])[C:17]5[C:12](=[CH:13][CH:14]=[CH:15][CH:16]=5)[N:11]=4)[N:46]=3)[CH:41]=[CH:42][N:43]=2)[CH2:36][CH2:37]1 |f:2.3|. Procedure details: A solution of compound 45a (124 mg, 0.353 mmol) in DMF (3.5 mmol) was treated with 60% NaH (42.3 mg, 1.05 mmol) at 0° C. The resulting mixture was stirred at rt for 15 min, cooled to 0° C. and treated with compound 45b (90.2 mmol, 0.388 mmol) in THF (2 mL). The resulting mixture was stirred for 30 min, cooled in a dry ice/acetone bath and treated with HOAc (0.060 mL, 1.05 mmol). The reaction mixture was then allowed to warm to rt and the pH was adjusted to about 5 with concentrated HCl. The prec... The reactants are ClCCOC1=CC=C(C2=CC=CC=C12)NC(C1=CC(=CC(=C1)N1CCCCC1)F)=O (N-[4-(2-Chloroethoxy)-naphthalen-1-yl]-3-fluoro-5-piperidin-1-yl-benzamide), OC1CCNCC1 (4-hydroxypiperidine), C(C)(=O)OCC (ethyl acetate). Run in CC(=O)C (acetone), CS(=O)C (dimethylsulfoxide). Product: FC=1C=C(C(=O)NC2=CC=C(C3=CC=CC=C23)OCCN2CCC(CC2)O)C=C(C1)N1CCCCC1 (3-fluoro-N-{4-[2-(4-hydroxypiperidin-1-yl)-ethoxy]-naphthalen-1-yl}-5-piperidin-1-yl-benzamide). Isolated yield 14.8%. RXN SMILES: Cl[CH2:2][CH2:3][O:4][C:5]1[C:14]2[C:9](=[CH:10][CH:11]=[CH:12][CH:13]=2)[C:8]([NH:15][C:16](=[O:30])[C:17]2[CH:22]=[C:21]([N:23]3[CH2:28][CH2:27][CH2:26][CH2:25][CH2:24]3)[CH:20]=[C:19]([F:29])[CH:18]=2)=[CH:7][CH:6]=1.[OH:31][CH:32]1[CH2:37][CH2:36][NH:35][CH2:34][CH2:33]1.C(OCC)(=O)C>CC(C)=O.CS(C)=O>[F:29][C:19]1[CH:18]=[C:17]([CH:22]=[C:21]([N:23]2[CH2:28][CH2:27][CH2:26][CH2:25][CH2:24]2)[CH:20]=1)[C:16]([NH:15][C:8]1[C:9]2[C:14](=[CH:13][CH:12]=[CH:11][CH:10]=2)[C:5]([O:4][CH2:3][CH2:2][N:35]2[CH2:36][CH2:37][CH:32]([OH:31])[CH2:33][CH2:34]2)=[CH:6][CH:7]=1)=[O:30]. Procedure details: N-[4-(2-Chloroethoxy)-naphthalen-1-yl]-3-fluoro-5-piperidin-1-yl-benzamide (100 mg, 234 mmol) and 4-hydroxypiperidine (118 mg, 1.17 mmol) in acetone (3 ml) and dimethylsulfoxide (1 ml) are heated to 180° C. with microwave irradiation for 20 min. After cooling to room temperature the mixture is poured into ethyl acetate (100 ml) and washed with water (100 ml). The organic layer is dried over anhydrous sodium sulfate and evaporated to dryness. The residue is purified by column chromatography on si...